From a dataset of the Open Reaction Database (ORD), a public repository of structured organic reaction records. describe an organic reaction: reactants, conditions, products, and yield Reactants: F[C@H]1C[C@@H](O[C@@H]1CO)N1C(=O)NC(=O)C(C)=C1 (3'-Deoxy-3'-fluorothymidine), P(=O)([O-])([O-])[O-].[K+].[K+].[K+] (potassium phosphate), [N-]=[N+]=[N-].[K+] (potassium azide), C1(CC1)N (cyclopropylamine), NC1=NC(=C2N=CNC2=N1)NC1CC1 (2-Amino-6-(cyclopropylamino)-9H-purine), purine nucleoside, [C@@H]1(C[C@H](O)[C@@H](CO)O1)N1C(=O)NC(=O)C(C)=C1 (thymidine), DEAE-cellulose. Run in CS(=O)C (DMSO), CN(C)C=O (DMF). Reaction conditions: temperature 37 celsius, time 23 day. Product: NC1=NC(=C2N=CNC2=N1)NC1CC1 (2-Amino-6-(cyclopropylamino)-9H-purine), NC1=NC(=C2N=CN(C2=N1)[C@H]1C[C@@H]([C@H](O1)CO)F)NC1CC1 (2-amino-6-(cyclopropyl-amino)-9-(2,3-dideoxy-3-fluoro-β-D-erythro-pentofuranosyl)-9H-purine). Isolated yield 72.1%. As a reaction SMILES: C1(N)CC1.[NH2:5][C:6]1[N:14]=[C:13]2[C:9]([N:10]=[CH:11][NH:12]2)=[C:8]([NH:15][CH:16]2[CH2:18][CH2:17]2)[N:7]=1.[F:19][C@@H:20]1[C@@H:24]([CH2:25][OH:26])[O:23][C@@H:22](N2C=C(C)C(=O)NC2=O)[CH2:21]1.P([O-])([O-])([O-])=O.[K+].[K+].[K+].[N-]=[N+]=[N-].[K+].[C@@H]1(N2C=C(C)C(=O)NC2=O)O[C@H](CO)[C@@H](O)C1>CN(C=O)C.CS(C)=O>[NH2:5][C:6]1[N:14]=[C:13]2[C:9]([N:10]=[CH:11][NH:12]2)=[C:8]([NH:15][CH:16]2[CH2:18][CH2:17]2)[N:7]=1.[NH2:5][C:6]1[N:14]=[C:13]2[C:9]([N:10]=[CH:11][N:12]2[C@@H:22]2[O:23][C@H:24]([CH2:25][OH:26])[C@@H:20]([F:19])[CH2:21]2)=[C:8]([NH:15][CH:16]2[CH2:18][CH2:17]2)[N:7]=1 |f:3.4.5.6,7.8|. Reported procedure: 2-Amino-6-(cyclopropylamino)-9H-purine was prepared by the displacement of the clorine group on 2-amino-6-chloropurine (Aldrich Chemical Company) by cyclopropylamine (Aldrich Chemical Company) 2-Amino-6-(cyclopropylamino)-9H-purine (0.50 g, 2.7 mmoles) was dissolved in DMF (5 ml) and DMSO (5 ml). 3'-Deoxy-3'-fluorothymidine (0.81 g, 3.3 mmoles) and potassium phosphate buffer (10 mM, 30 ml), pH 6.8, containing 0.04% potassium azide were added. Purified purine nucleoside phosphorylase (7500 I.U.) ... Starting materials: COc1ccc(Sc2ccc(C)cc2N)cc1OC, Cc1ccc2c(Cl)ccnc2n1. Product: COc1ccc(Sc2ccc(C)cc2Nc2ccnc3nc(C)ccc23)cc1OC. As a reaction SMILES: [CH3:13][O:14][c:15]1[cH:16][c:17]([S:23][c:24]2[c:25]([NH2:31])[cH:26][c:27]([CH3:30])[cH:28][cH:29]2)[cH:18][cH:19][c:20]1[O:21][CH3:22].[Cl:1][c:2]1[c:3]2[cH:4][cH:5][c:6]([CH3:12])[n:7][c:8]2[n:9][cH:10][cH:11]1>>[c:2]1([NH:31][c:25]2[c:24]([S:23][c:17]3[cH:16][c:15]([O:14][CH3:13])[c:20]([O:21][CH3:22])[cH:19][cH:18]3)[cH:29][cH:28][c:27]([CH3:30])[cH:26]2)[c:3]2[cH:4][cH:5][c:6]([CH3:12])[n:7][c:8]2[n:9][cH:10][cH:11]1. Starting materials: [Cl-].[NH4+] (ammonium chloride), O.O.O.O.O.O.O.[Cl-].[Ce+3].[Cl-].[Cl-] (Cerium chloride heptahydrate), [N+](=O)([O-])C=1C=C(C=CC1)C1=C(CCCC1)C=O (2-(3-nitrophenyl)cyclohex-1-enecarbaldehyde), [BH4-].[Na+] (Sodium borohydride). Solvent: CO (methanol), C1CCOC1 (THF). Run at time 30 minute. Yields the product [N+](=O)([O-])C=1C=C(C=CC1)C1=C(CCCC1)CO ([2-(3-nitrophenyl)cyclohex-1-enyl]methanol). RXN SMILES: O.O.O.O.O.O.O.[Cl-].[Ce+3].[Cl-].[Cl-].[N+:12]([C:15]1[CH:16]=[C:17]([C:21]2[CH2:26][CH2:25][CH2:24][CH2:23][C:22]=2[CH:27]=[O:28])[CH:18]=[CH:19][CH:20]=1)([O-:14])=[O:13].[BH4-].[Na+].[Cl-].[NH4+]>CO.C1COCC1>[N+:12]([C:15]1[CH:16]=[C:17]([C:21]2[CH2:26][CH2:25][CH2:24][CH2:23][C:22]=2[CH2:27][OH:28])[CH:18]=[CH:19][CH:20]=1)([O-:14])=[O:13] |f:0.1.2.3.4.5.6.7.8.9.10,12.13,14.15|. Procedure: Cerium chloride heptahydrate (1.22 g) was added to a mixed solution of 2-(3-nitrophenyl)cyclohex-1-enecarbaldehyde obtained in Preparation Example 4-(1) (630 mg) in methanol (60.0 mL) and THF (20.0 mL) in an ice bath. Sodium borohydride (130 mg) was added to the reaction solution at the same temperature, followed by stirring for 30 minutes. A saturated ammonium chloride solution was added to the reaction mixture, followed by extraction with ethyl acetate. The organic layer was washed with a satu... Reactants: O=S(=O)(NCCBr)c1ccc(F)cc1, CC(C)(C)OC(=O)N1CC2CNCC(C1)O2, CC#N, [K+], [K+], O=C([O-])[O-]. The product is CC(C)(C)OC(=O)N1CC2CN(CCNS(=O)(=O)c3ccc(F)cc3)CC(C1)O2. Reaction SMILES: [Br:1][CH2:2][CH2:3][NH:4][S:5](=[O:6])(=[O:7])[c:8]1[cH:9][cH:10][c:11]([F:14])[cH:12][cH:13]1.[C:15]([CH3:16])([CH3:17])([CH3:18])[O:19][C:20](=[O:21])[N:22]1[CH2:23][CH:24]2[CH2:25][NH:26][CH2:27][CH:28]([CH2:29]1)[O:30]2.[CH3:37][C:38]#[N:39].[K+:31].[K+:32].[O-:33][C:34]([O-:35])=[O:36]>>[CH2:2]([CH2:3][NH:4][S:5](=[O:6])(=[O:7])[c:8]1[cH:9][cH:10][c:11]([F:14])[cH:12][cH:13]1)[N:26]1[CH2:25][CH:24]2[CH2:23][N:22]([C:20]([O:19][C:15]([CH3:16])([CH3:17])[CH3:18])=[O:21])[CH2:29][CH:28]([CH2:27]1)[O:30]2. The reactants are NC(=N)N (guanidine), NC=1OC=C(C1C#N)CCC1=CC=C(C(=O)OCC)C=C1 (ethyl 4-[2-(2-amino-3-cyanofur-4-yl)ethyl]benzoate). Run in C(C)O (ethanol). Product: NC1=NC(=C2C(N1)=NC=C2CCC2=CC=C(C(=O)OCC)C=C2)N (ethyl 4-{2-(2,4-diaminopyrrolo[2,3-d]pyrimidin-5-yl)ethyl}benzoate). RXN SMILES: [NH2:1][C:2]([NH2:4])=[NH:3].[NH2:5][C:6]1O[CH:8]=[C:9]([CH2:13][CH2:14][C:15]2[CH:25]=[CH:24][C:18]([C:19]([O:21][CH2:22][CH3:23])=[O:20])=[CH:17][CH:16]=2)[C:10]=1[C:11]#[N:12]>C(O)C>[NH2:3][C:2]1[NH:4][C:6]2=[N:5][CH:8]=[C:9]([CH2:13][CH2:14][C:15]3[CH:25]=[CH:24][C:18]([C:19]([O:21][CH2:22][CH3:23])=[O:20])=[CH:17][CH:16]=3)[C:10]2=[C:11]([NH2:12])[N:1]=1. Procedure details: To a solution of guanidine free base (prepared from 105 mg of guanidine hydrochloride and 60 mg of sodium ethoxide) in 10 mL of anhydrous ethanol are added 284 mg (1 mmol) of ethyl 4-[2-(2-amino-3-cyanofur-4-yl)ethyl]benzoate. The mixture is heated at reflux for 30 hrs and the solvent then evaporated in vacuo. The residue is chromatographed on silica gel, eluting with 5:95 methanol:methylene chloride, to yield ethyl 4-{2-(2,4-diaminopyrrolo[2,3-d]pyrimidin-5-yl)ethyl}benzoate as a light brown so...